This data is from the Open Reaction Database (ORD), a public repository of structured organic reaction records. The task is: describe an organic reaction: reactants, conditions, products, and yield The reactants are FC(CNC(=O)C1(C2=CC=CC=C2C=2C=CC=CC12)CCCCBr)(F)F (9-(4-bromo-butyl)-9H-fluorene-9-carboxylic acid-(2,2,2-trifluoro-ethyl)-amide), FC1=CC2=C(N(C(=N2)N2CCNCC2)C)C=C1 (5-fluoro-1-methyl-2-piperazin-1-yl-1H-benzimidazole). The product is FC(CNC(=O)C1(C2=CC=CC=C2C=2C=CC=CC12)CCCCN1CCN(CC1)C1=NC2=C(N1C)C=CC(=C2)F)(F)F (9-{4-[4-(5-fluoro-1-methyl-1H-benzimidazol-2-yl)-piperazin-1-yl]-butyl}-9H-fluorene-9-carboxylic acid-(2,2,2-trifluoro-ethyl)-amide). RXN SMILES: [F:1][C:2]([F:26])([F:25])[CH2:3][NH:4][C:5]([C:7]1([CH2:20][CH2:21][CH2:22][CH2:23]Br)[C:19]2[CH:18]=[CH:17][CH:16]=[CH:15][C:14]=2[C:13]2[C:8]1=[CH:9][CH:10]=[CH:11][CH:12]=2)=[O:6].[F:27][C:28]1[CH:43]=[CH:42][C:31]2[N:32]([CH3:41])[C:33]([N:35]3[CH2:40][CH2:39][NH:38][CH2:37][CH2:36]3)=[N:34][C:30]=2[CH:29]=1>>[F:1][C:2]([F:26])([F:25])[CH2:3][NH:4][C:5]([C:7]1([CH2:20][CH2:21][CH2:22][CH2:23][N:38]2[CH2:39][CH2:40][N:35]([C:33]3[N:32]([CH3:41])[C:31]4[CH:42]=[CH:43][C:28]([F:27])=[CH:29][C:30]=4[N:34]=3)[CH2:36][CH2:37]2)[C:19]2[CH:18]=[CH:17][CH:16]=[CH:15][C:14]=2[C:13]2[C:8]1=[CH:9][CH:10]=[CH:11][CH:12]=2)=[O:6]. Procedure details: Prepared analogously to Example 17 from 9-(4-bromo-butyl)-9H-fluorene-9-carboxylic acid-(2,2,2-trifluoro-ethyl)-amide and 5-fluoro-1-methyl-2-piperazin-1-yl-1H-benzimidazole